describe an organic reaction: reactants, conditions, products, and yield From a dataset of the Open Reaction Database (ORD), a public repository of structured organic reaction records. Procedure: A solution of 4.0g of 8-ethoxycarbonyl-2-phenyl-4-oxo-4H-1-benzopyran (prepared as described in Da Re et al., Ber. 1962, 99 (1966)) and 3.55 g of 2,4-bis-(4-methoxyphenyl)-1,3-dithia-2,4-diphosphetane (Lawesson's reagent) in 68 ml of toluene was stirred at reflux for 2 hours. The reaction mixture was cooled to room temperature and evaporated to dryness in vacuo. The crude residue was rinsed with petroleum ether and filtered to give a solid. The material was purified by flash chromatography on si... The yield is 123.2%. Solvent: C1(=CC=CC=C1)C (toluene). Reactants: C(C)OC(=O)C1=CC=CC=2C(C=C(OC21)C2=CC=CC=C2)=O (8-ethoxycarbonyl-2-phenyl-4-oxo-4H-1-benzopyran), COC1=CC=C(C=C1)P1SP(S1)C1=CC=C(C=C1)OC (2,4-bis-(4-methoxyphenyl)-1,3-dithia-2,4-diphosphetane). Product: C1(=CC=CC=C1)C=1OC2=C(C(C1)=S)C=CC=C2C(=O)OCC (Ethyl 2-phenyl-4-thioxo-4H-1-benzopyran-8-carboxylate). RXN SMILES: [CH2:1]([O:3][C:4]([C:6]1[C:15]2[O:14][C:13]([C:16]3[CH:21]=[CH:20][CH:19]=[CH:18][CH:17]=3)=[CH:12][C:11](=O)[C:10]=2[CH:9]=[CH:8][CH:7]=1)=[O:5])[CH3:2].COC1C=CC(P2SP(C3C=CC(OC)=CC=3)[S:32]2)=CC=1>C1(C)C=CC=CC=1>[C:16]1([C:13]2[O:14][C:15]3[C:6]([C:4]([O:3][CH2:1][CH3:2])=[O:5])=[CH:7][CH:8]=[CH:9][C:10]=3[C:11](=[S:32])[CH:12]=2)[CH:21]=[CH:20][CH:19]=[CH:18][CH:17]=1. Reactants: CC=1C=CC(=NC1)CCOC1=CC=C(C=C1)[N+](=O)[O-] (4-[2-(5-methyl-2-pyridyl)ethoxy]nitrobenzene). Reagents/catalysts: [Pd] (Pd-C). The solvent is CO (methanol). Yields the product CC=1C=CC(=NC1)CCOC1=CC=C(N)C=C1 (4-[2-(5-methyl-2-pyridyl)ethoxy]aniline). The yield is 92.8%. Reaction SMILES: [CH3:1][C:2]1[CH:3]=[CH:4][C:5]([CH2:8][CH2:9][O:10][C:11]2[CH:16]=[CH:15][C:14]([N+:17]([O-])=O)=[CH:13][CH:12]=2)=[N:6][CH:7]=1>CO.[Pd]>[CH3:1][C:2]1[CH:3]=[CH:4][C:5]([CH2:8][CH2:9][O:10][C:11]2[CH:12]=[CH:13][C:14]([NH2:17])=[CH:15][CH:16]=2)=[N:6][CH:7]=1. Procedure details: A solution of 4-[2-(5-methyl-2-pyridyl)ethoxy]nitrobenzene (15.0 g) in methanol (150 ml) was subjected to catalytic reduction under 1 atmospheric pressure in the presence of 10% Pd-C (50% wet, 2.0 g). The catalyst was filtered off, and the filtrate was concentrated to give 4-[2-(5-methyl-2-pyridyl)ethoxy]aniline as crystals (12.3 g, 92.5%). Recrystallization from ethyl acetate-hexane gave colorless prisms, m.p. 74°-75° C. Reactants: C(C#CCCCCCCCCCCCC)OC1OCCCC1 (2-(pentadec-2-ynyloxy)tetrahydro-2H-pyran), CC=1C=CC(=CC1)S(=O)(=O)O (PTSA). Solvent: CCOCC (ether). Yields the product C(C#CCCCCCCCCCCCC)O (pentadec-2-yn-1-ol). Isolated yield 85.2%. Reaction SMILES: [CH2:1]([O:16]C1CCCCO1)[C:2]#[C:3][CH2:4][CH2:5][CH2:6][CH2:7][CH2:8][CH2:9][CH2:10][CH2:11][CH2:12][CH2:13][CH2:14][CH3:15].CC1C=CC(S(O)(=O)=O)=CC=1>CCOCC>[CH2:1]([OH:16])[C:2]#[C:3][CH2:4][CH2:5][CH2:6][CH2:7][CH2:8][CH2:9][CH2:10][CH2:11][CH2:12][CH2:13][CH2:14][CH3:15]. Procedure: Cleavage of the THP ether from crude 2-(pentadec-2-ynyloxy)tetrahydro-2H-pyran (30 g) using PTSA as described above gave pentadec-2-yn-1-ol (18.6 g, 85%) as a colorless oil. TLC: 30% EtOAc/hexanes, Rf≈0.40; 1H NMR (CDCl3, 300 MHz) δ 4.25 (s, 2H), 2.17-2.23 (m, 2H), 1.70 (br s, 1H), 1.40-1.53 (m, 2H), 1.20-1.48 (m, 18H), 0.87 (t, 3H, J=7.3 Hz). The reactants are OC1CCN(CC1)C(COC=1C(N(N=CC1)C)=O)=O (4-[2-(4-Hydroxy-piperidin-1-yl)-2-oxo-ethoxy]-2-methyl-2H-pyridazin-3-one), FC(OC1=C(C=CC=C1)O)(F)F (2-trifluoromethoxy-phenol). Yields the product CN1N=CC=C(C1=O)OCC(N1CCC(CC1)OC1=C(C=CC=C1)OC(F)(F)F)=O (2-Methyl-4-{2-oxo-2-[4-(2-trifluoromethoxy-phenoxy)-piperidin-1-yl]-ethoxy}-2H-pyridazin-3-one). Yield: 20.0%. Reaction SMILES: [OH:1][CH:2]1[CH2:7][CH2:6][N:5]([C:8](=[O:19])[CH2:9][O:10][C:11]2[C:12](=[O:18])[N:13]([CH3:17])[N:14]=[CH:15][CH:16]=2)[CH2:4][CH2:3]1.[F:20][C:21]([F:31])([F:30])[O:22][C:23]1[CH:28]=[CH:27][CH:26]=[CH:25][C:24]=1O>>[CH3:17][N:13]1[C:12](=[O:18])[C:11]([O:10][CH2:9][C:8](=[O:19])[N:5]2[CH2:4][CH2:3][CH:2]([O:1][C:24]3[CH:25]=[CH:26][CH:27]=[CH:28][C:23]=3[O:22][C:21]([F:20])([F:31])[F:30])[CH2:7][CH2:6]2)=[CH:16][CH:15]=[N:14]1. Reported procedure: Compound 21 is prepared from intermediate 5c and 2-trifluoromethoxy-phenol following synthesis method 3 (yield: 20%). Starting materials: O=C(O)c1cc(F)c(F)cc1F, O, O=[N+]([O-])O, O=S(=O)(O)O. The product is O=C(O)c1cc(F)c(F)c([N+](=O)[O-])c1F. RXN SMILES: [F:1][c:2]1[c:3]([C:4](=[O:5])[OH:6])[cH:7][c:8]([F:12])[c:9]([F:11])[cH:10]1.[OH2:22].[OH:18][N+:19]([O-:20])=[O:21].[S:13](=[O:14])(=[O:15])([OH:16])[OH:17]>>[F:1][c:2]1[c:3]([C:4](=[O:5])[OH:6])[cH:7][c:8]([F:12])[c:9]([F:11])[c:10]1[N+:19](=[O:18])[O-:20]. Isolated yield 81.3%. Run in C(C)OCC (diethyl ether), CN(C=O)C (dimethylformamide). Procedure details: 4-Phenylphenol (1.70 g, 10 mmol) and cesium carbonate (3.91 g (12 mmol) were stirred at room temperature under a nitrogen atmosphere in 20 mL of dimethylformamide until it appeared that no more solid was dissolving. At that point, 1.42 mL (12 mmol) of bromoacetaldehyde dimethyl acetal (2.03 g, 12 mmol) were added to the mixture via syringe and the resulting brown suspension was stirred at room temperature overnight. The mixture was then heated under reflux for two hours and then stirred at room ... Starting materials: O (water), C1(=CC=CC=C1)C1=CC=C(C=C1)O (4-Phenylphenol), C([O-])([O-])=O.[Cs+].[Cs+] (cesium carbonate), COC(CBr)OC (bromoacetaldehyde dimethyl acetal). Run at time 8 hour. The product is COC(C)(OC1=CC=C(C=C1)C1=CC=CC=C1)OC (dimethoxy-2-(4-biphenyloxy)ethane). As a reaction SMILES: [C:1]1([C:7]2[CH:12]=[CH:11][C:10]([OH:13])=[CH:9][CH:8]=2)[CH:6]=[CH:5][CH:4]=[CH:3][CH:2]=1.C(=O)([O-])[O-].[Cs+].[Cs+].[CH3:20][O:21][CH:22]([O:25][CH3:26])[CH2:23]Br.O>CN(C)C=O.C(OCC)C>[CH3:20][O:21][C:22]([O:25][CH3:26])([O:13][C:10]1[CH:9]=[CH:8][C:7]([C:1]2[CH:2]=[CH:3][CH:4]=[CH:5][CH:6]=2)=[CH:12][CH:11]=1)[CH3:23] |f:1.2.3|. Reactants: ClC1=NC=CC2=C(C=CC=C12)N1C=NC(=C1)C=1C=NN(C1)C (1-Chloro-5-(4-(1-methyl-1H-pyrazol-4-yl)-1H-imidazol-1-yl)isoquinoline), C(#N)C1=C(C=C(C=C1)B1OC(C)(C)C(C)(C)O1)NCC (4-cyano-3-(ethylamino)phenylboronic acid pinacol ester), C([O-])([O-])=O.[Na+].[Na+] (sodium carbonate), [OH-].[Na+] (sodium hydroxide), OO (hydrogen peroxide). The reagents and catalysts are C=1C=CC(=CC1)[P](C=2C=CC=CC2)(C=3C=CC=CC3)[Pd]([P](C=4C=CC=CC4)(C=5C=CC=CC5)C=6C=CC=CC6)([P](C=7C=CC=CC7)(C=8C=CC=CC8)C=9C=CC=CC9)[P](C=1C=CC=CC1)(C=1C=CC=CC1)C=1C=CC=CC1 (Pd(PPh3)4). Run in C(C)O (ethanol), COCCOC (ethylene glycol dimethyl ether), O (Water), CS(=O)C (DMSO). Yields the product C(C)NC1=C(C(=O)N)C=CC(=C1)C1=NC=CC2=C(C=CC=C12)N1C=NC(=C1)C=1C=NN(C1)C (2-(Ethylamino)-4-(5-(4-(1-methyl-1H-pyrazol-4-yl)-1H-imidazol-1-yl)isoquinolin-1-yl)benzamide). The yield is 45.0%. As a reaction SMILES: Cl[C:2]1[C:11]2[C:6](=[C:7]([N:12]3[CH:16]=[C:15]([C:17]4[CH:18]=[N:19][N:20]([CH3:22])[CH:21]=4)[N:14]=[CH:13]3)[CH:8]=[CH:9][CH:10]=2)[CH:5]=[CH:4][N:3]=1.[C:23]([C:25]1[CH:30]=[CH:29][C:28](B2OC(C)(C)C(C)(C)O2)=[CH:27][C:26]=1[NH:40][CH2:41][CH3:42])#[N:24].C(=O)([O-])[O-:44].[Na+].[Na+].[OH-].[Na+].OO>COCCOC.CS(C)=O.C1C=CC([P]([Pd]([P](C2C=CC=CC=2)(C2C=CC=CC=2)C2C=CC=CC=2)([P](C2C=CC=CC=2)(C2C=CC=CC=2)C2C=CC=CC=2)[P](C2C=CC=CC=2)(C2C=CC=CC=2)C2C=CC=CC=2)(C2C=CC=CC=2)C2C=CC=CC=2)=CC=1.O.C(O)C>[CH2:41]([NH:40][C:26]1[CH:27]=[C:28]([C:2]2[C:11]3[C:6](=[C:7]([N:12]4[CH:16]=[C:15]([C:17]5[CH:18]=[N:19][N:20]([CH3:22])[CH:21]=5)[N:14]=[CH:13]4)[CH:8]=[CH:9][CH:10]=3)[CH:5]=[CH:4][N:3]=2)[CH:29]=[CH:30][C:25]=1[C:23]([NH2:24])=[O:44])[CH3:42] |f:2.3.4,5.6,^1:66,68,87,106|. Reported procedure: Pd(PPh3)4 (0.012 g) was added to a solution of compound (1d) (0.062 g), 4-cyano-3-(ethylamino)phenylboronic acid pinacol ester (0.071 g), and an aqueous sodium carbonate solution (2 M, 1.5 mL) in ethylene glycol dimethyl ether (3.0 mL) in a nitrogen atmosphere, and the mixture was stirred at 85° C. for 3 hours. The reaction solution was partitioned between ethyl acetate and water. The organic layer was washed with brine and then dried over anhydrous sodium sulfate. The solvent was distilled off,... Starting materials: FC1=CC=C(CC2=CN=C3C(=C(C(N(C3=C2)CCN2C(CCC2)=O)=O)C(=O)OCC)O)C=C1 (ethyl 7-(4-fluorobenzyl)-4-hydroxy-2-oxo-1-[2-(2-oxopyrrolidin-1-yl)ethyl]-1,2-dihydro-1,5-naphthyridine-3-carboxylate), NCCCN1C(CCC1)=O (1-(3-aminopropyl)-2-pyrrolidinone). The product is FC1=CC=C(C=C1)CC1=CN=C2C(=C(C(N(C2=C1)CCN1C(CCC1)=O)=O)C(=O)NCCCN1C(CCC1)=O)O (7-[(4-fluorophenyl)methyl]-4-hydroxy-2-oxo-1-[2-(2-oxo-1-pyrrolidinyl)ethyl]-N-[3-(2-oxo-1-pyrrolidinyl)propyl]-1,2-dihydro-1,5-naphthyridine-3-carboxamide). As a reaction SMILES: [F:1][C:2]1[CH:33]=[CH:32][C:5]([CH2:6][C:7]2[CH:16]=[C:15]3[C:10]([C:11]([OH:31])=[C:12]([C:26](OCC)=[O:27])[C:13](=[O:25])[N:14]3[CH2:17][CH2:18][N:19]3[CH2:23][CH2:22][CH2:21][C:20]3=[O:24])=[N:9][CH:8]=2)=[CH:4][CH:3]=1.[NH2:34][CH2:35][CH2:36][CH2:37][N:38]1[CH2:42][CH2:41][CH2:40][C:39]1=[O:43]>>[F:1][C:2]1[CH:3]=[CH:4][C:5]([CH2:6][C:7]2[CH:16]=[C:15]3[C:10]([C:11]([OH:31])=[C:12]([C:26]([NH:34][CH2:35][CH2:36][CH2:37][N:38]4[CH2:42][CH2:41][CH2:40][C:39]4=[O:43])=[O:27])[C:13](=[O:25])[N:14]3[CH2:17][CH2:18][N:19]3[CH2:23][CH2:22][CH2:21][C:20]3=[O:24])=[N:9][CH:8]=2)=[CH:32][CH:33]=1. Reported procedure: This compound was prepared from ethyl 7-(4-fluorobenzyl)-4-hydroxy-2-oxo-1-[2-(2-oxopyrrolidin-1-yl)ethyl]-1,2-dihydro-1,5-naphthyridine-3-carboxylate and 1-(3-aminopropyl)-2-pyrrolidinone using conditions similar to those employed in Example 563 to provide a white solid: 1H NMR (d6-DMSO) δ 10.28 (1H, t, J=6 Hz), 8.55 (1H, s), 8.10 (1H, s), 7.40 (2H, dd, J=6, 9 Hz), 7.13 (2H, t, J=9 Hz), 4.37 (2H, t, J=6 Hz), 4.15 (2H, s), 3.43 (2H, t, J=6 Hz), 3.31-3.39 (6H, m), 3.22 (2H, t, J=7 Hz), 2.22 (2H, ... The reactants are C1(=CC=CC=C1)C1(CC1)C(=O)O (1-phenylcyclopropane carboxylic acid), I(=O)(=O)[O-].[Na+] (sodium iodate), S(O)(O)(=O)=O (sulfuric acid), I(=O)(=O)[O-].[Na+] (sodium iodate), S(O)(O)(=O)=O (sulfuric acid). Run in C(C)(=O)O (acetic acid). Conditions: temperature 70 celsius, time 1 day. Product: IC1=CC=C(C=C1)C1(CC1)C(=O)O (1-(4-iodophenyl)cyclopropane-1-carboxylic acid). Isolated yield 106.0%. RXN SMILES: [C:1]1([C:7]2([C:10]([OH:12])=[O:11])[CH2:9][CH2:8]2)[CH:6]=[CH:5][CH:4]=[CH:3][CH:2]=1.[I:13]([O-])(=O)=O.[Na+].S(=O)(=O)(O)O>C(O)(=O)C>[I:13][C:4]1[CH:5]=[CH:6][C:1]([C:7]2([C:10]([OH:12])=[O:11])[CH2:9][CH2:8]2)=[CH:2][CH:3]=1 |f:1.2|. Procedure details: A mixture of 1-phenylcyclopropane carboxylic acid (16.5 g, 101 mmol), sodium iodate (5.04 g) and concentrated sulfuric acid (1 mL) in acetic acid (70 mL) was stirred and heated at 70° C. for 2 days. Additional sodium iodate (1.88 g) and sulfuric acid (1 mL) were added, and stirring was continued for 1 day. The acetic acid was evaporated, and the residue was partitioned between ethyl acetate and water. The organic phase was washed with aqueous sodium thiosulfate, dried, filtered, and evaporated. ...